This data is from the Open Reaction Database (ORD), a public repository of structured organic reaction records. The task is: describe an organic reaction: reactants, conditions, products, and yield Product: C(CCCCCCCCCCCCC)SCCOC(C)=O ((2-tetradecylsulfanyl-ethyl)acetate). Reaction SMILES: [CH2:1]([S:15][CH2:16][CH2:17][OH:18])[CH2:2][CH2:3][CH2:4][CH2:5][CH2:6][CH2:7][CH2:8][CH2:9][CH2:10][CH2:11][CH2:12][CH2:13][CH3:14].N1C=CC=CC=1.[C:25](Cl)(=[O:27])[CH3:26].[NH4+].[Cl-]>C1COCC1.C(OCC)C>[CH2:1]([S:15][CH2:16][CH2:17][O:18][C:25](=[O:27])[CH3:26])[CH2:2][CH2:3][CH2:4][CH2:5][CH2:6][CH2:7][CH2:8][CH2:9][CH2:10][CH2:11][CH2:12][CH2:13][CH3:14] |f:3.4|. The solvent is C(C)OCC (diethyl ether), C1CCOC1 (THF). Reactants: C(C)(=O)Cl (acetyl chloride), N1=CC=CC=C1 (pyridine), N1=CC=CC=C1 (pyridine), C(CCCCCCCCCCCCC)SCCO (2-Tetradecylsulfanyl-ethanol), C(C)(=O)Cl (acetyl chloride), [NH4+].[Cl-] (NH4Cl). Procedure details: 2-Tetradecylsulfanyl-ethanol (0.54 g, 1.97 mmol) was dissolved in dry THF (10 ml) and pyridine (0.16 ml, 1.97 mmol) was added followed by acetyl chloride (0.15 m, 2.16 mmol). The resulting mixture was allowed to stir at ambient temperature for 23 hours, then another portion of acetyl chloride (0.075 ml, 1.08 mmol) and pyridine (0.080 ml, 0.95 mmol) was added. The mixture was stirred at ambient temperature for a further 90 minutes and then portioned between diethyl ether (30 ml) and 10% NH4Cl (30... Reaction conditions: time 23 hour. The yield is 72.2%. Run in O (water), C(C(C)C)O (isobutyl alcohol). Reported procedure: A solution of 25.5 g (184.5 mmol) of potassium carbonate in 130 ml of water was added to 15.0 g (48.5 mmol) of (S)-4-formyl-1-(trifluoroacetyl)-piperazine-2-carboxylic acid tert-butylamide in 130 ml of isobutyl alcohol and the mixture was heated at 60° to 65° C. for 1 hour. After phase separation, the aqueous phase was extracted with 100 ml of isobutyl alcohol and the combined organic phases were evaporated to give 14.10 g of the crude title compound (still containing solvent) in the form of a l... Product: C(C)(C)(C)NC(=O)[C@H]1NCCN(C1)C=O ((S)-4-Formylpiperazine-2-carboxylic acid tert-butylamide). Reaction SMILES: C(=O)([O-])[O-].[K+].[K+].[C:7]([NH:11][C:12]([C@@H:14]1[CH2:19][N:18]([CH:20]=[O:21])[CH2:17][CH2:16][N:15]1C(=O)C(F)(F)F)=[O:13])([CH3:10])([CH3:9])[CH3:8]>O.C(O)C(C)C>[C:7]([NH:11][C:12]([C@@H:14]1[CH2:19][N:18]([CH:20]=[O:21])[CH2:17][CH2:16][NH:15]1)=[O:13])([CH3:10])([CH3:8])[CH3:9] |f:0.1.2|. Reactants: C([O-])([O-])=O.[K+].[K+] (potassium carbonate), C(C)(C)(C)NC(=O)[C@H]1N(CCN(C1)C=O)C(C(F)(F)F)=O ((S)-4-formyl-1-(trifluoroacetyl)-piperazine-2-carboxylic acid tert-butylamide). Yield: 136.3%. The reactants are NC1=CC=C(C=C1)N1N=C(C=C1C(F)(F)F)C(F)(F)F (1-(4′-aminophenyl)-3,5-bis(trifluoromethyl)pyrazole), ClC1=NC=CC(=C1)C#N (2-chloro-4-cyanopyridine). Solvent: O1CCOCC1 (dioxane), C(C)(=O)OCC (ethyl acetate). Reaction conditions: temperature 125 celsius. The product is C(#N)C1=CC(=NC=C1)NC1=CC=C(C=C1)N1N=C(C=C1C(F)(F)F)C(F)(F)F (1-{4-[N-(4-Cyanopyridin-2-yl)amino]phenyl}-3,5-bis(trifluoromethyl)pyrazole). Isolated yield 54.8%. As a reaction SMILES: [NH2:1][C:2]1[CH:7]=[CH:6][C:5]([N:8]2[C:12]([C:13]([F:16])([F:15])[F:14])=[CH:11][C:10]([C:17]([F:20])([F:19])[F:18])=[N:9]2)=[CH:4][CH:3]=1.Cl[C:22]1[CH:27]=[C:26]([C:28]#[N:29])[CH:25]=[CH:24][N:23]=1>O1CCOCC1.C(OCC)(=O)C>[C:28]([C:26]1[CH:25]=[CH:24][N:23]=[C:22]([NH:1][C:2]2[CH:3]=[CH:4][C:5]([N:8]3[C:12]([C:13]([F:14])([F:15])[F:16])=[CH:11][C:10]([C:17]([F:20])([F:19])[F:18])=[N:9]3)=[CH:6][CH:7]=2)[CH:27]=1)#[N:29]. Procedure details: A mixture of 1-(4′-aminophenyl)-3,5-bis(trifluoromethyl)pyrazole (0.36 g) and 2-chloro-4-cyanopyridine (0.14 g) in dioxane (1 mL) was heated at 125° C. in a sealed tube for 5 days. The mixture was diluted with ethyl acetate and washed with water. The organic phase was dried, filtered and evaporated. Chromatography of the residue over silica gel (methylene chloride to 2% ethanol/methylene chloride gradient gave the above-named compound (0.22 g) mp 152-153° C. NMR (CDCl3) 8.45 (1H, m), 7.86 (3H, m...